From a dataset of the Open Reaction Database (ORD), a public repository of structured organic reaction records. describe an organic reaction: reactants, conditions, products, and yield The reactants are resultant solution, ice water, BrC(C(=O)OCC)C (Ethyl 2-bromopropionate), C=1(O)C(=CC(O)=CC1)C1=CC=CC=C1COCC1=CC=CC=C1C=1C(O)=CC=C(C1)O (hydroquinone monobenzyl ether), [OH-].[K+] (potassium hydroxide). Run in CS(=O)C (dimethyl sulfoxide). Run at time 20 hour. The product is C(C1=CC=CC=C1)OC1=CC=C(OC(C(=O)OCC)C)C=C1 (ethyl 2-(4-benzyloxyphenoxy)propionate). Isolated yield 197.7%. RXN SMILES: Br[CH:2]([CH3:8])[C:3]([O:5][CH2:6][CH3:7])=[O:4].C1(C(C2[C:22]([CH2:23][O:24][CH2:25][C:26]3[C:31](C4C(=CC=C(O)C=4)O)=[CH:30][CH:29]=[CH:28][CH:27]=3)=[CH:21][CH:20]=[CH:19][CH:18]=2)=CC(=CC=1)O)O.[OH-:40].[K+]>CS(C)=O>[CH2:25]([O:24][C:23]1[CH:18]=[CH:19][C:20]([O:40][CH:2]([CH3:8])[C:3]([O:5][CH2:6][CH3:7])=[O:4])=[CH:21][CH:22]=1)[C:26]1[CH:27]=[CH:28][CH:29]=[CH:30][CH:31]=1 |f:2.3|. Procedure: Ethyl 2-bromopropionate (36.2 g) and hydroquinone monobenzyl ether (40.0 g) were dissolved in dry dimethyl sulfoxide (100 ml), and pulverized potassium hydroxide (11.2 g) was added to the resultant solution. After stirring at room temperature for 20 hours, the reaction mixture was poured into ice-water (500 ml) and extracted with ethyl acetate (500 ml×2). The extract was washed with 1N hydrochloric acid, water, and saturated aqueous sodium chloride, dried over anhydrous magnesium sulfate, and th...